This data is from the Open Reaction Database (ORD), a public repository of structured organic reaction records. The task is: describe an organic reaction: reactants, conditions, products, and yield The reactants are [Br-], OC(c1cccc(Br)n1)c1cnc(Cl)nc1Cl, CCCC[N+](CCCC)(CCCC)CCCC, CC1(C)CCCC(C)(C)N1O, [O-]Cl, ClCCl, [Na+], [Na+], O=C([O-])O, O. Yields the product O=C(c1cccc(Br)n1)c1cnc(Cl)nc1Cl. As a reaction SMILES: [Br-:41].[Br:1][c:2]1[cH:3][cH:4][cH:5][c:6]([CH:8]([OH:9])[c:10]2[c:11]([Cl:17])[n:12][c:13]([Cl:16])[n:14][cH:15]2)[n:7]1.[CH2:42]([N+:43]([CH2:44][CH2:45][CH2:46][CH3:47])([CH2:48][CH2:49][CH2:50][CH3:51])[CH2:52][CH2:53][CH2:54][CH3:55])[CH2:56][CH2:57][CH3:58].[CH3:23][C:24]1([CH3:33])[N:25]([O:26])[C:27]([CH3:28])([CH3:29])[CH2:30][CH2:31][CH2:32]1.[Cl:34][O-:35].[Cl:37][CH2:38][Cl:39].[Na+:22].[Na+:36].[O-:18][C:19]([OH:20])=[O:21].[OH2:40]>>[Br:1][c:2]1[cH:3][cH:4][cH:5][c:6]([C:8](=[O:9])[c:10]2[c:11]([Cl:17])[n:12][c:13]([Cl:16])[n:14][cH:15]2)[n:7]1.